This data is from the Open Reaction Database (ORD), a public repository of structured organic reaction records. The task is: describe an organic reaction: reactants, conditions, products, and yield Starting materials: ClC=1N=NC(=CC1)C1=CC(=CC=C1)[N+](=O)[O-] (3-chloro-6-(3-nitrophenyl)pyridazine), [Sn](Cl)Cl (tin dichloride). Solvent: C(C)O (ethanol). Yields the product ClC1=CC=C(N=N1)C=1C=C(C=CC1)N (3-(6-Chloro-3-pyridazinyl)benzenamine). The yield is 50.4%. Reaction SMILES: [Cl:1][C:2]1[N:3]=[N:4][C:5]([C:8]2[CH:13]=[CH:12][CH:11]=[C:10]([N+:14]([O-])=O)[CH:9]=2)=[CH:6][CH:7]=1.[Sn](Cl)Cl>C(O)C>[Cl:1][C:2]1[N:3]=[N:4][C:5]([C:8]2[CH:9]=[C:10]([NH2:14])[CH:11]=[CH:12][CH:13]=2)=[CH:6][CH:7]=1. Reported procedure: A mixture of 50.0 g of 3-chloro-6-(3-nitrophenyl)pyridazine, 160.8 g tin dichloride and 1000 ml ethanol was refluxed for 1.0 hr, then cooled and approximately 1/2 of the soluent removed by evaporation under reduced pressure. The reaction mixture was added to 2.5 liters saturated aqueous sodium bicarbonate solution. After adjusting the pH to ~8 with additional sodium bicarbonate, 1.2 liters of methylene chloride was added and stirring continued. The resulting mixture was filtered and the salts wa... Starting materials: ClC=1C=2C3=CC(=CC=C3SC2N=CN1)CC(=O)OCC (ethyl 2-[3-chloro-8-thia-4,6-diazatricyclo[7.4.0.0[2,7]]trideca-1(13),2(7),3,5,9,11-hexaen-12-yl]acetate), C([O-])([O-])=O.[K+].[K+] (potassium carbonate), TEA, N1(CCOCC1)[C@@H]1CC[C@H](CC1)N (trans-4-(morpholin-4-yl)cyclohexan-1-amine). Solvent: CC#N (MeCN). Conditions: temperature 80 celsius, time 8 hour. The product is O1CCN(CC1)[C@@H]1CC[C@H](CC1)NC=1C2=C(N=CN1)SC1=C2C=C(C=C1)CC(=O)OCC (ethyl 2-(4-(((trans)-4-morpholinocyclohexyl)amino)benzo[4,5]thieno[2,3-d]pyrimidin-6-yl)acetate). The yield is 40.5%. Reaction SMILES: Cl[C:2]1[C:3]2[C:4]3[C:9]([S:10][C:11]=2[N:12]=[CH:13][N:14]=1)=[CH:8][CH:7]=[C:6]([CH2:15][C:16]([O:18][CH2:19][CH3:20])=[O:17])[CH:5]=3.C(=O)([O-])[O-].[K+].[K+].[N:27]1([C@H:33]2[CH2:38][CH2:37][C@H:36]([NH2:39])[CH2:35][CH2:34]2)[CH2:32][CH2:31][O:30][CH2:29][CH2:28]1>CC#N>[O:30]1[CH2:29][CH2:28][N:27]([C@H:33]2[CH2:34][CH2:35][C@H:36]([NH:39][C:2]3[C:3]4[C:4]5[CH:5]=[C:6]([CH2:15][C:16]([O:18][CH2:19][CH3:20])=[O:17])[CH:7]=[CH:8][C:9]=5[S:10][C:11]=4[N:12]=[CH:13][N:14]=3)[CH2:37][CH2:38]2)[CH2:32][CH2:31]1 |f:1.2.3|. Procedure: A solution of ethyl 2-[3-chloro-8-thia-4,6-diazatricyclo[7.4.0.0[2,7]]trideca-1(13),2(7),3,5,9,11-hexaen-12-yl]acetate (500 mg, 1.63 mmol, 1.00 equiv) in MeCN (100 mL) was added potassium carbonate (2.2 g, 15.92 mmol, 10.00 equiv), TEA (495 mg, 4.89 mmol, 3.00 equiv) and trans-4-(morpholin-4-yl)cyclohexan-1-amine (1.5 g, 8.14 mmol, 5.00 equiv) subsequently at room temperature under nitrogen. The resulting solution was stirred overnight at 80° C. and cooled down to r.t. The reaction was quenched ...